This data is from the Open Reaction Database (ORD), a public repository of structured organic reaction records. The task is: describe an organic reaction: reactants, conditions, products, and yield The reactants are Cl (HCl), O1CCOCC1 (dioxane), FC=1C=CC(=NC1)N[C@H]1CN(CC1)C(=O)OC(C)(C)C ((R)-tert-butyl 3-(5-fluoropyridin-2-ylamino)pyrrolidine-1-carboxylate). Run in C(Cl)Cl (CH2Cl2). Conditions: time 8 hour. Product: FC=1C=CC(=NC1)N[C@H]1CNCC1 ((R)-5-fluoro-N-(pyrrolidin-3-yl)pyridin-2-amine). Isolated yield 139.8%. RXN SMILES: [F:1][C:2]1[CH:3]=[CH:4][C:5]([NH:8][C@@H:9]2[CH2:13][CH2:12][N:11](C(OC(C)(C)C)=O)[CH2:10]2)=[N:6][CH:7]=1.Cl.O1CCOCC1>C(Cl)Cl>[F:1][C:2]1[CH:3]=[CH:4][C:5]([NH:8][C@@H:9]2[CH2:13][CH2:12][NH:11][CH2:10]2)=[N:6][CH:7]=1. Procedure: Crude (R)-tert-butyl 3-(5-fluoropyridin-2-ylamino)pyrrolidine-1-carboxylate (85 mg, 0.3 mmol) was dissolved in CH2Cl2 (3 mL) and 4 M HCl in dioxane (1 mL, 4 mmol) was added. The mixture was stirred overnight at rt and concentrated to afford crude (R)-5-fluoro-N-(pyrrolidin-3-yl)pyridin-2-amine (76 mg, quant) which was used without further purification. LC-MS Method 1 tR=0.42 min, m/z=182. Starting materials: NC(=O)CCC(=O)NBr, O=C(OOC(=O)c1ccccc1)c1ccccc1, ClC(Cl)(Cl)Cl, COC(=O)c1c(C)cc(F)cc1C#N. Product: COC(=O)c1c(C#N)cc(F)cc1CBr. As a reaction SMILES: [Br:15][NH:16][C:17](=[O:18])[CH2:19][CH2:20][C:21]([NH2:22])=[O:23].[C:24]([O:25][O:26][C:27](=[O:28])[c:29]1[cH:30][cH:31][cH:32][cH:33][cH:34]1)(=[O:35])[c:36]1[cH:37][cH:38][cH:39][cH:40][cH:41]1.[C:42]([Cl:43])([Cl:44])([Cl:45])[Cl:46].[CH3:1][O:2][C:3]([c:4]1[c:5]([C:12]#[N:13])[cH:6][c:7]([F:11])[cH:8][c:9]1[CH3:10])=[O:14]>>[CH3:1][O:2][C:3]([c:4]1[c:5]([C:12]#[N:13])[cH:6][c:7]([F:11])[cH:8][c:9]1[CH2:10][Br:15])=[O:14]. Starting materials: NCC(C(=O)O)O (3-amino-2-hydroxypropanoic acid), S(=O)(Cl)Cl (thionyl chloride), CO (methanol). Run at temperature 0 celsius, time 2 hour. Yields the product Cl.NCC(C(=O)OC)O (methyl 3-amino-2-hydroxypropanoate hydrochloride). The yield is 100.0%. RXN SMILES: [NH2:1][CH2:2][CH:3]([OH:7])[C:4]([OH:6])=[O:5].S(Cl)([Cl:10])=O.[CH3:12]O>>[ClH:10].[NH2:1][CH2:2][CH:3]([OH:7])[C:4]([O:6][CH3:12])=[O:5] |f:3.4|. Reported procedure: To a solution of 3-amino-2-hydroxypropanoic acid (0.7 g) in methanol (15 mL) was added thionyl chloride (2.5 mL) at 0° C., and the mixture was stirred at 0° C. for 2 hr and then at room temperature overnight. The solvent was evaporated under reduced pressure to give the title compound (1.6 g, 100%) as an oil.